From a dataset of the Open Reaction Database (ORD), a public repository of structured organic reaction records. describe an organic reaction: reactants, conditions, products, and yield Reactants: C1CCOC1.O (THF water), N[C@H](C(=O)O)CCC1=CC=CC=C1 ((S)α-amino4-phenyl-butyric acid), C1=C(C=CC=2OC3=C(C21)C=CC=C3)S(=O)(=O)Cl (dibenzofuran-2-sulfonyl chloride). The solvent is C(C)N(CC)CC (triethylamine). Yields the product C1=C(C=CC=2OC3=C(C21)C=CC=C3)S(=O)(=O)N[C@H](C(=O)O)CCC3=CC=CC=C3 ((S)-2-(Dibenzofuran-2-sulfonylamino)-4-phenyl-butyric acid). Yield: 38.8%. As a reaction SMILES: C1COCC1.O.[NH2:7][C@@H:8]([CH2:12][CH2:13][C:14]1[CH:19]=[CH:18][CH:17]=[CH:16][CH:15]=1)[C:9]([OH:11])=[O:10].[CH:20]1[C:28]2[C:27]3[CH:29]=[CH:30][CH:31]=[CH:32][C:26]=3[O:25][C:24]=2[CH:23]=[CH:22][C:21]=1[S:33](Cl)(=[O:35])=[O:34]>C(N(CC)CC)C>[CH:20]1[C:28]2[C:27]3[CH:29]=[CH:30][CH:31]=[CH:32][C:26]=3[O:25][C:24]=2[CH:23]=[CH:22][C:21]=1[S:33]([NH:7][C@@H:8]([CH2:12][CH2:13][C:14]1[CH:19]=[CH:18][CH:17]=[CH:16][CH:15]=1)[C:9]([OH:11])=[O:10])(=[O:35])=[O:34] |f:0.1|. Procedure: To a THF/water (5:3, 8 mL) solution of (S)α-amino4-phenyl-butyric acid (0.61 g, 0.0034 mol) and triethylamine (1 mL) at 10° C. was added dibenzofuran-2-sulfonyl chloride (1.0 g, 0.00375 mol) in one portion with stirring. The resulting solution was stirred at room temperature for 24 hours. The solution was then concentrated in vacuo and the residue redissolved in water (10 mL). This solution was cooled in an ice bath and then acidified with 1N HCl. An oil was deposited, which was then triturated ... Starting materials: N1=C(C=CC=C1)C(CC1=CC=CC=C1)N (1-(2-pyridinyl)-2-phenylethylamine), C(=O)(OCC1=CC=CC=C1)NCC(=O)O (N-CBZ-glycine), C(Cl)(Cl)Cl (chloroform), C1(CCCCC1)N=C=NC1CCCCC1 (dicyclohexylcarbodiimide), C(Cl)(Cl)Cl (chloroform). Run at time 16 hour. Yields the product Cl.Cl.NCC(=O)NC(CC1=CC=CC=C1)C1=NC=CC=C1 (2-amino-N-[1-(2-pyridinyl)-2-phenylethyl]acetamide dihydrochloride). As a reaction SMILES: [N:1]1[CH:6]=[CH:5][CH:4]=[CH:3][C:2]=1[CH:7]([NH2:15])[CH2:8][C:9]1[CH:14]=[CH:13][CH:12]=[CH:11][CH:10]=1.C([NH:26][CH2:27][C:28](O)=[O:29])(OCC1C=CC=CC=1)=O.C1(N=C=NC2CCCCC2)CCCCC1.C(Cl)(Cl)[Cl:47]>>[ClH:47].[ClH:47].[NH2:26][CH2:27][C:28]([NH:15][CH:7]([C:2]1[CH:3]=[CH:4][CH:5]=[CH:6][N:1]=1)[CH2:8][C:9]1[CH:10]=[CH:11][CH:12]=[CH:13][CH:14]=1)=[O:29] |f:4.5.6|. Reported procedure: To a stirred solution of 1-(2-pyridinyl)-2-phenylethylamine (8.55 g, 0.043 mol) in chloroform (200 ml) was added N-CBZ-glycine (9.50 g, 0.045 mol) and then a solution of dicyclohexylcarbodiimide (9.79 g, 0.047 mol) in chloroform (80 ml) and the mixture stirred for 64 hours at ambient temperature. The mixture was filtered, the solvent evaporated, the residue dissolved in ethyl acetate (300 ml) and filtered again. The filtrate was washed with a pH 11 sodium carbonate solution, the aqueous phase ba... The reactants are N1CCCC1 (pyrrolidine), CC#CC(=O)[O-] (methylpropiolate), Cl (HCl). Solvent: O (water), CO (MeOH), C(Cl)Cl (DCM). Conditions: time 5 hour. The product is C(C#C)(=O)N1CCCC1 (1-Propioloylpyrrolidine). Yield: 97.4%. RXN SMILES: [NH:1]1[CH2:5][CH2:4][CH2:3][CH2:2]1.C[C:7]#[C:8][C:9]([O-])=[O:10].Cl>O.CO.C(Cl)Cl>[C:9]([N:1]1[CH2:5][CH2:4][CH2:3][CH2:2]1)(=[O:10])[C:8]#[CH:7]. Reported procedure: To a stirred solution of pyrrolidine (4.2 mL, 50.0 mmol) in water (25 mL) and MeOH (35 mL) at −50° C. was added methylpropiolate (4.5 mL, 50.0 mmol) dropwise. The reaction mixture was stirred at this temperature for 5 h then diluted with DCM (200 mL). 2M aqueous HCl (200 mL) was added and the layers were separated. The aqueous layer was extracted with DCM (2×100 mL). The combined organic layers were washed with aqueous sat. NaHCO3 (200 mL), water (200 mL), then brine (200 mL), dried (Na2SO4), fi...